Dataset: the Open Reaction Database (ORD), a public repository of structured organic reaction records. Task: describe an organic reaction: reactants, conditions, products, and yield Reactants: CCN(C(C)C)C(C)C, COCCl, ClCCl, Oc1cccc2c(F)cccc12, [Na+], [Na+], O=C([O-])[O-]. Product: COCOc1cccc2c(F)cccc12. RXN SMILES: [CH2:13]([N:14]([CH:15]([CH3:16])[CH3:17])[CH:18]([CH3:19])[CH3:20])[CH3:21].[Cl:22][CH2:23][O:24][CH3:25].[Cl:32][CH2:33][Cl:34].[F:1][c:2]1[c:3]2[cH:4][cH:5][cH:6][c:7]([OH:12])[c:8]2[cH:9][cH:10][cH:11]1.[Na+:26].[Na+:27].[O-:28][C:29](=[O:30])[O-:31]>>[F:1][c:2]1[c:3]2[cH:4][cH:5][cH:6][c:7]([O:12][CH2:23][O:24][CH3:25])[c:8]2[cH:9][cH:10][cH:11]1.